Dataset: the Open Reaction Database (ORD), a public repository of structured organic reaction records. Task: describe an organic reaction: reactants, conditions, products, and yield Reactants: COC(=O)C(=Cc1cccc(OC)c1)CC(=O)O, CC(=O)O. Yields the product COC(=O)C(CC(=O)O)Cc1cccc(OC)c1. As a reaction SMILES: [C:1](=[O:2])([O:3][CH3:4])[C:5]([CH2:6][C:7](=[O:8])[OH:9])=[CH:10][c:11]1[cH:12][c:13]([O:17][CH3:18])[cH:14][cH:15][cH:16]1.[CH3:19][C:20](=[O:21])[OH:22]>>[C:1](=[O:2])([O:3][CH3:4])[CH:5]([CH2:6][C:7](=[O:8])[OH:9])[CH2:10][c:11]1[cH:12][c:13]([O:17][CH3:18])[cH:14][cH:15][cH:16]1. Starting materials: BrC1=CC=C(C=C1)S(=O)(=O)N1C=C(C=C1)/C=C/C(=O)NOC1OCCCC1 ((E)-3-[1-(4-Bromo-benzenesulfonyl)-1H-pyrrol-3-yl]-N-(tetrahydro-pyran-2-yloxy)-acrylamide), CN1N=CC(=C1)B1OC(C(O1)(C)C)(C)C (1-methyl-4-(4,4,5,5-tetramethyl-[1,3,2]dioxaborolan-2-yl)-1H-pyrazole), (Ph3P)3PdCl2, C(=O)([O-])[O-].[Na+].[Na+] (Na2CO3). Run in COCCOC (DME). Yields the product CN1N=CC(=C1)C1=CC=C(C=C1)S(=O)(=O)N1C=C(C=C1)/C=C/C(=O)NOC1OCCCC1 ((E)-3-{1-[4-(1-Methyl-1H-pyrazol-4-yl)-benzenesulfonyl]-1H-pyrrol-3-yl}-N-(tetrahydro-pyran-2-yloxy)-acrylamide). RXN SMILES: Br[C:2]1[CH:7]=[CH:6][C:5]([S:8]([N:11]2[CH:15]=[CH:14][C:13](/[CH:16]=[CH:17]/[C:18]([NH:20][O:21][CH:22]3[CH2:27][CH2:26][CH2:25][CH2:24][O:23]3)=[O:19])=[CH:12]2)(=[O:10])=[O:9])=[CH:4][CH:3]=1.[CH3:28][N:29]1[CH:33]=[C:32](B2OC(C)(C)C(C)(C)O2)[CH:31]=[N:30]1.C([O-])([O-])=O.[Na+].[Na+]>COCCOC>[CH3:28][N:29]1[CH:33]=[C:32]([C:2]2[CH:7]=[CH:6][C:5]([S:8]([N:11]3[CH:15]=[CH:14][C:13](/[CH:16]=[CH:17]/[C:18]([NH:20][O:21][CH:22]4[CH2:27][CH2:26][CH2:25][CH2:24][O:23]4)=[O:19])=[CH:12]3)(=[O:10])=[O:9])=[CH:4][CH:3]=2)[CH:31]=[N:30]1 |f:2.3.4|. Procedure: (E)-3-[1-(4-Bromo-benzenesulfonyl)-1H-pyrrol-3-yl]-N-(tetrahydro-pyran-2-yloxy)-acrylamide (966 mg) and 1-methyl-4-(4,4,5,5-tetramethyl-[1,3,2]dioxaborolan-2-yl)-1H-pyrazole (662 mg) are dissolved in DME (35 mL) and (Ph3P)3PdCl2 (298 mg) and 2M Na2CO3-solution (3.2 mL) are added. The mixture is heated 16 h to reflux temperature. The mixture is filtered and evaporated and the crude product is purified by silica gel flash chromatography. The reactants are CC[O-].[Na+] (sodium ethylate), NC(=O)C1=C(C=CC(=C1)C)NC(C(=O)OCC)=O (ethyl ((2-(aminocarbonyl)-4-methylphenyl)amino)(oxo)acetate), Cl (hydrochloric acid). Run in C(C)O (ethanol). Conditions: time 2 hour. The product is CC=1C=C2C(NC(=NC2=CC1)C(=O)OCC)=O (ethyl 6-methyl-4-oxo-3,4-dihydroquinazoline-2-carboxylate). Isolated yield 63.7%. Reaction SMILES: [NH2:1][C:2]([C:4]1[CH:9]=[C:8]([CH3:10])[CH:7]=[CH:6][C:5]=1[NH:11][C:12](=O)[C:13]([O:15][CH2:16][CH3:17])=[O:14])=[O:3].CC[O-].[Na+].Cl>C(O)C>[CH3:10][C:8]1[CH:9]=[C:4]2[C:5](=[CH:6][CH:7]=1)[N:11]=[C:12]([C:13]([O:15][CH2:16][CH3:17])=[O:14])[NH:1][C:2]2=[O:3] |f:1.2|. Procedure details: To a suspension of ethyl ((2-(aminocarbonyl)-4-methylphenyl)amino)(oxo)acetate (4.90 g, 19.6 mmol) in ethanol (100 mL) was added dropwise sodium ethylate (20% ethanol solution, 7.33 g, 21.5 mmol) under ice-cooling, and the mixture was stirred at room temperature for 2 hr. The reaction mixture was poured into 0.25N hydrochloric acid (200 mL) under ice-cooling, and the precipitated insoluble material was collected by filtration. The filtered cake was washed with water and ethanol to give the title... Reactants: [OH-].[Na+] (NaOH), C(#N)C1=CC=NC=C1 (p-cyanopyridine), CC(C(=O)O)(C)C (Trimethylacetic acid), (NH4)2S2O8, FC(C(=O)O)(F)F (trifluoroacetic acid). The reagents and catalysts are [N+](=O)([O-])[O-].[Ag+] (AgNO3). The solvent is ClC1=CC=CC=C1.O (chlorobenzene water). Run at temperature 50 celsius, time 2 hour. Product: C(C)(C)(C)C1=NC=CC(=C1)C#N (2-tert-Butyl-4-cyanopyridine). Yield: 70.0%. Reaction SMILES: [C:1]([C:3]1[CH:8]=[CH:7][N:6]=[CH:5][CH:4]=1)#[N:2].[CH3:9][C:10](C)([CH3:14])[C:11](O)=O.FC(F)(F)C(O)=O.[OH-].[Na+]>[N+]([O-])([O-])=O.[Ag+].ClC1C=CC=CC=1.O>[C:10]([C:5]1[CH:4]=[C:3]([C:1]#[N:2])[CH:8]=[CH:7][N:6]=1)([CH3:14])([CH3:11])[CH3:9] |f:3.4,5.6,7.8|. Reported procedure: p-cyanopyridine (4.00 g, 38.4 mmol) was added to a 1:1 mixture of chlorobenzene/water (750 mL) in a 1 L round-bottom flask. Trimethylacetic acid (10.88 g, 106-5 mmol), (NH4)2S2O8 (17.53 g, 76.8 mmol), trifluoroacetic acid (4.390 g, 38.5 mmol) and AgNO3 (0.521 g, 3.1 mmol) were added and the heterogeneous mixture was vigorously stirred at 50° C. for 2 h. The reaction was cooled down to 0° C. and 8 M NaOH was added slowly until pH 9-10. The mixture was filtered through Celite and extracted with Et... The reactants are CN1CCN(c2cc(N3CCc4ccc(Br)cc4C3)nc(N)n2)CC1, CC(=O)N1CCNCC1. Product: CC(=O)N1CCN(c2ccc3c(c2)CN(c2cc(N4CCN(C)CC4)nc(N)n2)CC3)CC1. As a reaction SMILES: [Br:1][c:2]1[cH:3][cH:4][c:5]2[c:10]([cH:11]1)[CH2:9][N:8]([c:12]1[n:13][c:14]([NH2:25])[n:15][c:16]([N:18]3[CH2:19][CH2:20][N:21]([CH3:24])[CH2:22][CH2:23]3)[cH:17]1)[CH2:7][CH2:6]2.[C:26]([CH3:27])(=[O:28])[N:29]1[CH2:30][CH2:31][NH:32][CH2:33][CH2:34]1>>[c:2]1([N:32]2[CH2:31][CH2:30][N:29]([C:26]([CH3:27])=[O:28])[CH2:34][CH2:33]2)[cH:3][cH:4][c:5]2[c:10]([cH:11]1)[CH2:9][N:8]([c:12]1[n:13][c:14]([NH2:25])[n:15][c:16]([N:18]3[CH2:19][CH2:20][N:21]([CH3:24])[CH2:22][CH2:23]3)[cH:17]1)[CH2:7][CH2:6]2. The reactants are CN1C(N(C(C(=C1NCCCCl)C)=O)C)=O (1,3,5-trimethyl-6-(3-chloropropylamino)-2,4(1H,3H)-pyrimidinedione), CN1C(N(C(C(=C1NCCCO)C)=O)C)=O (1,3,5-trimethyl-6-(3-hydroxypropylamino)-2,4(1H,3H)pyrimidinedione), S(=O)(Cl)Cl (thionyl chloride), OC1=C(C=CC=C1)N1CCNCC1 (1-(2-hydroxyphenyl)piperazine). The solvent is C=1(C(=CC=CC1)C)C (xylene), C(CC)N(CCC)CCC (tripropylamine). Product: CN1C(N(C(C(=C1NCCCN1CCN(CC1)C1=C(C=CC=C1)O)C)=O)C)=O (1,3,5-Trimethyl-6-[[3-[4-(2-hydroxyphenyl)-1-piperazinyl]propyl]amino]-2,4(1H,3H)-pyrimidinedione). Reaction SMILES: [CH3:1][N:2]1[C:7]([NH:8][CH2:9][CH2:10][CH2:11]Cl)=[C:6]([CH3:13])[C:5](=[O:14])[N:4]([CH3:15])[C:3]1=[O:16].CN1C(NCCCO)=C(C)C(=O)N(C)C1=O.S(Cl)(Cl)=O.[OH:37][C:38]1[CH:43]=[CH:42][CH:41]=[CH:40][C:39]=1[N:44]1[CH2:49][CH2:48][NH:47][CH2:46][CH2:45]1>C1(C)C(C)=CC=CC=1.C(N(CCC)CCC)CC>[CH3:1][N:2]1[C:7]([NH:8][CH2:9][CH2:10][CH2:11][N:47]2[CH2:46][CH2:45][N:44]([C:39]3[CH:40]=[CH:41][CH:42]=[CH:43][C:38]=3[OH:37])[CH2:49][CH2:48]2)=[C:6]([CH3:13])[C:5](=[O:14])[N:4]([CH3:15])[C:3]1=[O:16]. Reported procedure: The 1,3,5-trimethyl-6-(3-chloropropylamino)-2,4(1H,3H)-pyrimidinedione prepared from 6.8 g (30 mmol) of 1,3,5-trimethyl-6-(3-hydroxypropylamino)-2,4(1H,3H)pyrimidinedione with thionyl chloride is refluxed for 15 h with 4.5 g (25 mmol) of 1-(2-hydroxyphenyl)piperazine in 140 ml of xylene and 20 ml of tripropylamine. The dark oil obtained after customary work-up is purified by column chromatography on silica gel using dichloromethane/methanol (1-10%). From the product fractions, the fumarate is pr... Reactants: COC=1C=2C3=C(NC(C2C=CC1)=O)SC=C3 (9-Methoxythieno[2,3-c]isoquinolin-5(4H)-one), [Cl-].C[N+](C)=C (N,N-dimethyl(methylene)ammonium chloride). Run in CN(C)C=O (DMF), CC#N (MeCN). The product is Cl.CN(C)CC1=CC2=C(NC(C=3C=CC=C(C23)OC)=O)S1 (2-Dimethylaminomethyl-9-methoxythieno[2,3-c]isoquinolin-5(4H)-one hydrochloride). Isolated yield 83.0%. RXN SMILES: [CH3:1][O:2][C:3]1[C:4]2[C:5]3[CH:16]=[CH:15][S:14][C:6]=3[NH:7][C:8](=[O:13])[C:9]=2[CH:10]=[CH:11][CH:12]=1.[Cl-:17].[CH3:18][N+:19](=[CH2:21])[CH3:20]>CN(C=O)C.CC#N>[ClH:17].[CH3:18][N:19]([CH2:21][C:15]1[S:14][C:6]2[NH:7][C:8](=[O:13])[C:9]3[CH:10]=[CH:11][CH:12]=[C:3]([O:2][CH3:1])[C:4]=3[C:5]=2[CH:16]=1)[CH3:20] |f:1.2,5.6|. Reported procedure: 9-Methoxythieno[2,3-c]isoquinolin-5(4H)-one (Pellicciari, R., et al., Farmaco, 2003, 58, 851-858) (0.20 g, 0.86 mmol), was dissolved in a mixture of dry DMF (1 ml) and dry MeCN (2 ml) and treated with N,N-dimethyl(methylene)ammonium chloride (1.2 mmol) prepared according to a known procedure (Kinast, G. et al. Angew. Chem. Int. Ed. Engl. 1976, 15, 239-240. Bohme, H et al. Chem. Ber. 1960, 93, 1305). The reaction mixture was refluxed overnight. The formed solid was then filtered and washed with d...